This data is from the Open Reaction Database (ORD), a public repository of structured organic reaction records. The task is: describe an organic reaction: reactants, conditions, products, and yield The reactants are BrC=1C=CC=C2C(=C(NC12)C(=O)OCC)CCCO (ethyl 7-bromo-3-(3-hydroxypropyl)-1H-indole-2-carboxylate), COC1=C(C=CC=C1)B(O)O (2-methoxyphenylboronic acid), F[B-](F)(F)F.C(C)(C)(C)P(C(C)(C)C)C(C)(C)C (tri-tert-butylphosphine tetrafluoroborate), [F-].[Cs+] (CsF). The reagents and catalysts are C=1C=CC(=CC1)/C=C/C(=O)/C=C/C2=CC=CC=C2.C=1C=CC(=CC1)/C=C/C(=O)/C=C/C2=CC=CC=C2.C=1C=CC(=CC1)/C=C/C(=O)/C=C/C2=CC=CC=C2.[Pd].[Pd] (tris(dibenzylideneacetone)dipalladium(0)). Solvent: C1CCOC1 (THF), C(C)(=O)OCC (ethyl acetate). The product is OCCCC1=C(NC2=C(C=CC=C12)C1=C(C=CC=C1)OC)C(=O)OCC (ethyl 3-(3-hydroxypropyl)-7-(2-methoxyphenyl)-1H-indole-2-carboxylate). RXN SMILES: Br[C:2]1[CH:3]=[CH:4][CH:5]=[C:6]2[C:10]=1[NH:9][C:8]([C:11]([O:13][CH2:14][CH3:15])=[O:12])=[C:7]2[CH2:16][CH2:17][CH2:18][OH:19].[CH3:20][O:21][C:22]1[CH:27]=[CH:26][CH:25]=[CH:24][C:23]=1B(O)O.F[B-](F)(F)F.C(P(C(C)(C)C)C(C)(C)C)(C)(C)C.[F-].[Cs+]>C1COCC1.C(OCC)(=O)C.C1C=CC(/C=C/C(/C=C/C2C=CC=CC=2)=O)=CC=1.C1C=CC(/C=C/C(/C=C/C2C=CC=CC=2)=O)=CC=1.C1C=CC(/C=C/C(/C=C/C2C=CC=CC=2)=O)=CC=1.[Pd].[Pd]>[OH:19][CH2:18][CH2:17][CH2:16][C:7]1[C:6]2[C:10](=[C:2]([C:23]3[CH:24]=[CH:25][CH:26]=[CH:27][C:22]=3[O:21][CH3:20])[CH:3]=[CH:4][CH:5]=2)[NH:9][C:8]=1[C:11]([O:13][CH2:14][CH3:15])=[O:12] |f:2.3,4.5,8.9.10.11.12|. Reported procedure: A mixture of EXAMPLE 1B (456 mg) and 2-methoxyphenylboronic acid (182.4 mg) in THF (10 mL), tris(dibenzylideneacetone)dipalladium(0) (46 mg), tri-tert-butylphosphine tetrafluoroborate (15 mg) and CsF (456 mg) was stirred at ambient temperature, diluted with ethyl acetate (200 mL), washed with water and brine, and dried (Na2SO4), filtered and concentrated. The concentrate was purified by flash column chromatography on silica gel with 20% ethyl acetate in hexanes. Reactants: ClCCl, CC(N)C1(c2ccccn2)CN(C(=O)OC(C)(C)C)C1, O=C(O)c1ccc(Cl)cc1Cl, On1nnc2ccccc21. The product is CC(NC(=O)c1ccc(Cl)cc1Cl)C1(c2ccccn2)CN(C(=O)OC(C)(C)C)C1. Reaction SMILES: [Cl:42][CH2:43][Cl:44].[NH2:1][CH:2]([CH3:3])[C:4]1([c:15]2[n:16][cH:17][cH:18][cH:19][cH:20]2)[CH2:5][N:6]([C:8](=[O:9])[O:10][C:11]([CH3:12])([CH3:13])[CH3:14])[CH2:7]1.[OH:21][C:22](=[O:23])[c:24]1[cH:25][cH:26][c:27]([Cl:28])[cH:29][c:30]1[Cl:31].[OH:32][n:33]1[c:34]2[c:35]([cH:36][cH:37][cH:38][cH:39]2)[n:40][n:41]1>>[NH:1]([CH:2]([CH3:3])[C:4]1([c:15]2[n:16][cH:17][cH:18][cH:19][cH:20]2)[CH2:5][N:6]([C:8](=[O:9])[O:10][C:11]([CH3:12])([CH3:13])[CH3:14])[CH2:7]1)[C:22](=[O:21])[c:24]1[cH:25][cH:26][c:27]([Cl:28])[cH:29][c:30]1[Cl:31]. The reactants are Cl (Hydrogen chloride), mixture, ClCC1=C(C=CC=C1)C(C(=O)N)=O (2-(chloromethyl)phenylglyoxylamide). Run in C(CCCC)O (n-pentanol). Conditions: time 3 hour. Product: ClCC1=C(C=CC=C1)C(C(=O)OCCCCC)=O (n-Pentyl 2-(chloromethyl)phenylglyoxylate). The yield is 107.7%. Reaction SMILES: [Cl:1][CH2:2][C:3]1[CH:8]=[CH:7][CH:6]=[CH:5][C:4]=1[C:9](=[O:13])[C:10](N)=[O:11].Cl>C(O)CCCC>[Cl:1][CH2:2][C:3]1[CH:8]=[CH:7][CH:6]=[CH:5][C:4]=1[C:9](=[O:13])[C:10]([O:11][CH2:10][CH2:9][CH2:4][CH2:3][CH3:2])=[O:11]. Procedure details: 1.5 g (7.6 mmol) of 2-(chloromethyl)phenylglyoxylamide were initially introduced into 200 ml of n-pentanol. Hydrogen chloride was then introduced into the mixture as a gas until it was saturated, the temperature rising to 80° C. The mixture was then stirred for a further 3 hours and concentrated, the residue was treated with water and the mixture was extracted with methyl tert-butyl ether. The combined organic phases were washed with water, dried over sodium sulfate and concentrated. After purif... Reactants: BrC1=C(C(=CC(=C1)OC)Br)CCC(=O)OC(C)(C)C (t-butyl 3-(2,6-dibromo-4-methoxyphenyl)-propionate). Run in FC(C(=O)O)(F)F (trifluoroacetic acid). Reaction conditions: time 20 minute. The product is BrC1=C(C(=CC(=C1)OC)Br)CCC(=O)O (3-(2,6-dibromo-4-methoxyphenyl)-propionic acid). Reaction SMILES: [Br:1][C:2]1[CH:7]=[C:6]([O:8][CH3:9])[CH:5]=[C:4]([Br:10])[C:3]=1[CH2:11][CH2:12][C:13]([O:15]C(C)(C)C)=[O:14]>FC(F)(F)C(O)=O>[Br:1][C:2]1[CH:7]=[C:6]([O:8][CH3:9])[CH:5]=[C:4]([Br:10])[C:3]=1[CH2:11][CH2:12][C:13]([OH:15])=[O:14]. Reported procedure: To a solution of t-butyl 3-(2,6-dibromo-4-methoxyphenyl)-propionate (1.32 g) in 3.6 mL of an isole was added 20 mL of trifluoroacetic acid dropwise. The resulting mixture was stirred for 20 min at room temperature, then concentrated. The resulting residue was redissolved in 20 mL of EtOAc and extracted with 40 mL of pH 4 buffer solution. The aqueous phase was extracted with 2×20 mL of EtOAc and the combined resulting organics were washed with 20 mL of brine, dried over MgSO4, and concentrated to... Starting materials: COC(=O)C1CC(Oc2ccccc2)CCC1C(=O)N1CCN(c2ccccc2)CC1, CO, O=C(O)C(F)(F)F, NO. The product is O=C(NO)C1CC(Oc2ccccc2)CCC1C(=O)N1CCN(c2ccccc2)CC1. As a reaction SMILES: [CH3:3][O:4][C:5](=[O:6])[CH:7]1[CH:8]([C:20](=[O:21])[N:22]2[CH2:23][CH2:24][N:25]([c:28]3[cH:29][cH:30][cH:31][cH:32][cH:33]3)[CH2:26][CH2:27]2)[CH2:9][CH2:10][CH:11]([O:13][c:14]2[cH:15][cH:16][cH:17][cH:18][cH:19]2)[CH2:12]1.[CH3:41][OH:42].[F:34][C:35]([F:36])([F:37])[C:38]([OH:39])=[O:40].[OH:1][NH2:2]>>[OH:1][NH:2][C:5](=[O:4])[CH:7]1[CH:8]([C:20](=[O:21])[N:22]2[CH2:23][CH2:24][N:25]([c:28]3[cH:29][cH:30][cH:31][cH:32][cH:33]3)[CH2:26][CH2:27]2)[CH2:9][CH2:10][CH:11]([O:13][c:14]2[cH:15][cH:16][cH:17][cH:18][cH:19]2)[CH2:12]1. Reactants: ClC1=C(C(=CC=C1)Cl)C1=CC2=C(N=C(N=C2)SC)N(C1=O)C (6-(2,6-Dichlorophenyl)-8-methyl-2-methylsulfanyl-8H-pyrido[2,3-d]pyrimidin-7-one), C(C)N (ethylamine). The product is ClC1=C(C(=CC=C1)Cl)C1=CC2=C(N=C(N=C2)NCC)N(C1=O)C (6-(2,6-Dichlorophenyl)-2-ethylamino-8-methyl-8H-pyrido[2,3-d]pyrimidin-7-one). RXN SMILES: [Cl:1][C:2]1[CH:7]=[CH:6][CH:5]=[C:4]([Cl:8])[C:3]=1[C:9]1[C:20](=[O:21])[N:19]([CH3:22])[C:12]2[N:13]=[C:14](SC)[N:15]=[CH:16][C:11]=2[CH:10]=1.[CH2:23]([NH2:25])[CH3:24]>>[Cl:1][C:2]1[CH:7]=[CH:6][CH:5]=[C:4]([Cl:8])[C:3]=1[C:9]1[C:20](=[O:21])[N:19]([CH3:22])[C:12]2[N:13]=[C:14]([NH:25][CH2:23][CH3:24])[N:15]=[CH:16][C:11]=2[CH:10]=1. Procedure details: This compound was prepared by a procedure similar to that described in Example 40 starting with 6-(2,6-dichlorophenyl)-8-methyl-2-methylsulfanyl-8H-pyrido[2,3-d]pyrimidin-7-one of Example 37 and ethylamine gas; mp 180°-182° C. Reactants: C(C)(C)(C)OC(=O)NN1CC2=C(C=CC(=C2C1)C)C (N-(t-butyloxycarbonylamino)-4,7-dimethylisoindoline). Solvent: Cl (hydrochloric acid). Run at time 2 hour. Product: NN1CC2=C(C=CC(=C2C1)C)C (2-Amino-4,7-dimethylisoindoline). Reaction SMILES: C(OC([NH:8][N:9]1[CH2:17][C:16]2[C:11](=[C:12]([CH3:19])[CH:13]=[CH:14][C:15]=2[CH3:18])[CH2:10]1)=O)(C)(C)C>Cl>[NH2:8][N:9]1[CH2:10][C:11]2[C:16](=[C:15]([CH3:18])[CH:14]=[CH:13][C:12]=2[CH3:19])[CH2:17]1. Procedure: 20 g of N-(t-butyloxycarbonylamino)-4,7-dimethylisoindoline are introduced into 200 ml of concentrated hydrochloric acid and stirred for 2 hours at room temperature. A yield of 17 g of the hydrochloride of 2-Amino-4,7-dimethylisoindoline precipitates in the form of crystals.